From a dataset of the Open Reaction Database (ORD), a public repository of structured organic reaction records. describe an organic reaction: reactants, conditions, products, and yield Reactants: CN(C1=CC=C(C=O)C=C1)C (4-dimethylaminobenzaldehyde), [BH4-].[Na+] (sodium borohydride), Cl (hydrochloric acid). The solvent is C(C)O (ethanol). The product is CN(C1=CC=C(CO)C=C1)C (4-(dimethylamino)benzyl alcohol). As a reaction SMILES: [CH3:1][N:2]([CH3:11])[C:3]1[CH:10]=[CH:9][C:6]([CH:7]=[O:8])=[CH:5][CH:4]=1.[BH4-].[Na+].Cl>C(O)C>[CH3:1][N:2]([CH3:11])[C:3]1[CH:10]=[CH:9][C:6]([CH2:7][OH:8])=[CH:5][CH:4]=1 |f:1.2|. Procedure: Mix 4-dimethylaminobenzaldehyde (3.3 g, 22 mmol), sodium borohydride (830 mg, 22 mmol) and absolute ethanol (25 mL). Stir at room temperature until the reaction is complete, pour onto dilute hydrochloric acid and extract into ethyl acetate. Separate the organic phase and extract the aqueous phase with ethyl acetate (2×). Combine the organic phases and dry (MgSO4). Evaporate the solvent in vacuo and purify by silica gel chromatography to give 4-(dimethylamino)benzyl alcohol. The reactants are BrC=1C=C(C=CC1)NC1=NC=NC2=CC=C(C=C12)N (N-(3-bromophenyl)-4,6-quinazolindiamine), C1(C=CCC1)C(=O)O (2-cyclopentenoic acid), ClC(=O)OCC(C)C (isobutyl chloroformate), CN1CCOCC1 (N-methyl morpholine), anhydride. The solvent is N1=CC=CC=C1 (pyridine), O1CCCC1 (tetrahydrofuran). Run at time 8 hour. The product is BrC=1C=C(C=CC1)NC1=NC=NC2=CC=C(C=C12)NC(=O)C1C=CCC1 (N-[4-[(3-bromophenyl)amino]-6-quinazolinyl]-2-cyclopenteneamide). Isolated yield 23.1%. Reaction SMILES: [CH:1]1([C:6]([OH:8])=O)[CH2:5][CH2:4][CH:3]=[CH:2]1.ClC(OCC(C)C)=O.CN1CCOCC1.[Br:24][C:25]1[CH:26]=[C:27]([NH:31][C:32]2[C:41]3[C:36](=[CH:37][CH:38]=[C:39]([NH2:42])[CH:40]=3)[N:35]=[CH:34][N:33]=2)[CH:28]=[CH:29][CH:30]=1>O1CCCC1.N1C=CC=CC=1>[Br:24][C:25]1[CH:26]=[C:27]([NH:31][C:32]2[C:41]3[C:36](=[CH:37][CH:38]=[C:39]([NH:42][C:6]([CH:1]4[CH2:5][CH2:4][CH:3]=[CH:2]4)=[O:8])[CH:40]=3)[N:35]=[CH:34][N:33]=2)[CH:28]=[CH:29][CH:30]=1. Procedure: A solution of 0.43 g of 2-cyclopentenoic acid in 5 ml of tetrahydrofuran was cooled in an ice bath. A 0.49 ml portion of isobutyl chloroformate followed by a 0.41 ml portion of N-methyl morpholine were added. After about 1 minute a solution of 1.0 g of N-(3-bromophenyl)-4,6-quinazolindiamine in 10 ml of pyridine was added. The reaction was allowed to come to room temperature and stir overnight. Another 0.5 equivalents of mixed anhydride was added. The mixture was stirred for 5 hours. The solvent... Reactants: BrC1=C(C=C(C(=O)O)C=C1)OCC(F)(F)F (4-bromo-3-(2,2,2-trifluoroethoxy)benzoic acid), Cl.FC1CNC1 (3-fluoroazetidine hydrochloride). The product is BrC1=C(C=C(C=C1)C(=O)N1CC(C1)F)OCC(F)(F)F ([4-bromo-3-(2,2,2-trifluoroethoxy)phenyl](3-fluoroazetidin-1-yl)methanone). As a reaction SMILES: [Br:1][C:2]1[CH:10]=[CH:9][C:5]([C:6]([OH:8])=O)=[CH:4][C:3]=1[O:11][CH2:12][C:13]([F:16])([F:15])[F:14].Cl.[F:18][CH:19]1[CH2:22][NH:21][CH2:20]1>>[Br:1][C:2]1[CH:10]=[CH:9][C:5]([C:6]([N:21]2[CH2:22][CH:19]([F:18])[CH2:20]2)=[O:8])=[CH:4][C:3]=1[O:11][CH2:12][C:13]([F:16])([F:15])[F:14] |f:1.2|. Reported procedure: Starting with 4-bromo-3-(2,2,2-trifluoroethoxy)benzoic acid and 3-fluoroazetidine hydrochloride, Int06.04 was prepared analogously to the procedure for the preparation of Int02.06. Starting materials: FC1=CC=C(C=C1)N1C(=CC=C1C1=CC=C(C=C1)S(=O)(=O)C)C (1-(4-fluorophenyl)-2-methyl-5-[4-(methylsulfonyl)phenyl)-1H-pyrrole), ClS(=O)(=O)N=C=O (chlorosulfonyl isocyanate). Solvent: CN(C)C=O (DMF), C(C)#N (acetonitrile). Conditions: temperature 20 celsius. The product is FC1=CC=C(C=C1)N1C(=C(C=C1C1=CC=C(C=C1)S(=O)(=O)C)C#N)C (1-(4-fluorophenyl)-2-methyl-5-[4-(methylsulfonyl)phenyl]-1H-pyrrole-3-carbonitrile). Isolated yield 76.7%. As a reaction SMILES: [F:1][C:2]1[CH:7]=[CH:6][C:5]([N:8]2[C:12]([C:13]3[CH:18]=[CH:17][C:16]([S:19]([CH3:22])(=[O:21])=[O:20])=[CH:15][CH:14]=3)=[CH:11][CH:10]=[C:9]2[CH3:23])=[CH:4][CH:3]=1.ClS([N:28]=[C:29]=O)(=O)=O>CN(C=O)C.C(#N)C>[F:1][C:2]1[CH:3]=[CH:4][C:5]([N:8]2[C:12]([C:13]3[CH:18]=[CH:17][C:16]([S:19]([CH3:22])(=[O:21])=[O:20])=[CH:15][CH:14]=3)=[CH:11][C:10]([C:29]#[N:28])=[C:9]2[CH3:23])=[CH:6][CH:7]=1. Procedure: To a cold solution of 1-(4-fluorophenyl)-2-methyl-5-[4-(methylsulfonyl)phenyl]-1H-pyrrole (Example 1) (750 mg, 2.28 mmol) in DMF (8 ml) and acetonitrile (8 ml) at -78° C., chlorosulfonyl isocyanate (200 μl, 2.28 mmol) was added. The reaction mixture was warmed to 20° C. over 4 hours, quenched by adding excess of water, and extracted with ethyl acetate. The organic fractions were washed with brine, dried (MgSO4), filtered and concentrated. The crude colorless liquid (0.77 g) was purified by chrom... Reactants: CN(C)CCC(C=1NC=CN1)C1=CC=C(C(=O)OC)C=C1 (4-[3-(N,N-dimethylamino)-1-(imidazol-2-yl)propyl]benzoic acid, methyl ester), O.NN (hydrazine hydrate). The solvent is C(C)O (ethanol). Product: CN(C)CCC(C=1NC=CN1)C1=CC=C(C(=O)NN)C=C1 (4-[3-(N,N-Dimethylamino)-1-(imidazol-2-yl)propyl]benzoic acid hydrazide). As a reaction SMILES: [CH3:1][N:2]([CH2:4][CH2:5][CH:6]([C:12]1[CH:21]=[CH:20][C:15]([C:16](OC)=[O:17])=[CH:14][CH:13]=1)[C:7]1[NH:8][CH:9]=[CH:10][N:11]=1)[CH3:3].O.[NH2:23][NH2:24]>C(O)C>[CH3:1][N:2]([CH2:4][CH2:5][CH:6]([C:12]1[CH:21]=[CH:20][C:15]([C:16]([NH:23][NH2:24])=[O:17])=[CH:14][CH:13]=1)[C:7]1[NH:8][CH:9]=[CH:10][N:11]=1)[CH3:3] |f:1.2|. Reported procedure: A solution of 4-[3-(N,N-dimethylamino)-1-(imidazol-2-yl)propyl]benzoic acid, methyl ester (3.0 g) and hydrazine hydrate (12.5 ml) in ethanol (50 ml) was boiled under reflux for 1 day. Removal of the solvent gave a white solid which was recrystallised from isopropanol-ether to give the title compound, m.p. 168°-170° (2.46 g). Starting materials: C1(CCCCC1)CCC[C@H](CC(=O)OC(C)(C)C)C1=NC(=NO1)CO (tert-butyl (3R)-6-cyclohexyl-3-[3-(hydroxymethyl)-1,2,4-oxadiazol-5-yl]hexanoate), C1(=CC=C(C=C1)S(=O)(=O)Cl)C (p-Toluene sulphonyl chloride), [H-].[Na+] (sodium hydride), oil. Run in O1CCCC1 (tetrahydrofuran), O1CCCC1 (tetrahydrofuran). Conditions: temperature 0 celsius, time 30 minute. Yields the product C1(CCCCC1)CCC[C@H](CC(=O)OC(C)(C)C)C1=NC(=NO1)COS(=O)(=O)C1=CC=C(C=C1)C (tert-Butyl (3R)-6-cyclohexyl-3-[3-({[(4-methylphenyl)sulfonyl]oxy}methyl)1,2,4-oxadiazol-5-yl]hexanoate). The yield is 55.8%. As a reaction SMILES: [H-].[Na+].[CH:3]1([CH2:9][CH2:10][CH2:11][C@@H:12]([C:21]2[O:25][N:24]=[C:23]([CH2:26][OH:27])[N:22]=2)[CH2:13][C:14]([O:16][C:17]([CH3:20])([CH3:19])[CH3:18])=[O:15])[CH2:8][CH2:7][CH2:6][CH2:5][CH2:4]1.[C:28]1([CH3:38])[CH:33]=[CH:32][C:31]([S:34](Cl)(=[O:36])=[O:35])=[CH:30][CH:29]=1>O1CCCC1>[CH:3]1([CH2:9][CH2:10][CH2:11][C@@H:12]([C:21]2[O:25][N:24]=[C:23]([CH2:26][O:27][S:34]([C:31]3[CH:32]=[CH:33][C:28]([CH3:38])=[CH:29][CH:30]=3)(=[O:36])=[O:35])[N:22]=2)[CH2:13][C:14]([O:16][C:17]([CH3:20])([CH3:19])[CH3:18])=[O:15])[CH2:4][CH2:5][CH2:6][CH2:7][CH2:8]1 |f:0.1|. Procedure: A suspension of sodium hydride 60% suspension in mineral oil (1.52 g, 38.00 mmol) in anhydrous tetrahydrofuran (30 ml) was cooled to 0° C. and treated with a solution of tert-butyl (3R)-6-cyclohexyl-3-[3-(hydroxymethyl)-1,2,4-oxadiazol-5-yl]hexanoate (Preparation 85) (13.40 g, 38.00 mmol) in anhydrous tetrahydrofuran (120 ml) and stirred under a nitrogen atmosphere for 30 minutes. p-Toluene sulphonyl chloride (7.25 g, 38.00 mmol) was added portionwise and the mixture was allowed to warm to room ... The reactants are C1(=CC=CC=C1)B(O)O (phenylboronic acid), CC(=O)C1=CC(=CC=C1)Br (3-bromoacetophenone), C([O-])([O-])=O.[K+].[K+] (potassium carbonate). Reagents/catalysts: [Br-].C(CCC)[N+](CCCC)(CCCC)CCCC (tetrabutylammonium bromide), C(C)(=O)[O-].[Pd+2].C(C)(=O)[O-] (palladium acetate). The solvent is O (water), O (Water). Product: C(C)(=O)C=1C=C(C=CC1)C1=CC=CC=C1 (3-acetylbiphenyl). Isolated yield 100.1%. Reaction SMILES: [C:1]1(B(O)O)[CH:6]=[CH:5][CH:4]=[CH:3][CH:2]=1.[CH3:10][C:11]([C:13]1[CH:18]=[CH:17][CH:16]=[C:15](Br)[CH:14]=1)=[O:12].C(=O)([O-])[O-].[K+].[K+]>[Br-].C([N+](CCCC)(CCCC)CCCC)CCC.O.C([O-])(=O)C.[Pd+2].C([O-])(=O)C>[C:11]([C:13]1[CH:14]=[C:15]([C:1]2[CH:6]=[CH:5][CH:4]=[CH:3][CH:2]=2)[CH:16]=[CH:17][CH:18]=1)(=[O:12])[CH3:10] |f:2.3.4,5.6,8.9.10|. Reported procedure: A suspension of 6.71 g (55 mmol) of phenylboronic acid, 9.95 g (50 mmol) of 3-bromoacetophenone, 30 mg (0.13 mmol) of palladium acetate, 17.28 g (125 mmol) of potassium carbonate and 16.12 g (50 mmol) of tetrabutylammonium bromide in 55 ml of water was vigorously stirred under a stream of nitrogen and then stirred at 70° C. under an atmosphere of nitrogen for 75 minutes. Water was added to the reaction mixture and the mixture was extracted with tert-butyl methyl ether. Then, the organic layer wa... The reactants are C(C=C)NCC(OC)OC (N-allyl-N-dimethoxyethyl amine), [OH-].[Na+] (sodium hydroxide), C(C)(=O)Cl (Acetyl chloride). Run in C1(=CC=CC=C1)C (Toluene), amine. Run at temperature 5 celsius, time 30 minute. Product: C(C=C)N(C(C)=O)CC(OC)OC (N-allyl-N-dimethoxyethyl acetamide). The yield is 80.0%. As a reaction SMILES: [CH2:1]([NH:4][CH2:5][CH:6]([O:9][CH3:10])[O:7][CH3:8])[CH:2]=[CH2:3].[OH-].[Na+].[C:13](Cl)(=[O:15])[CH3:14]>C1(C)C=CC=CC=1>[CH2:1]([N:4]([CH2:5][CH:6]([O:9][CH3:10])[O:7][CH3:8])[C:13](=[O:15])[CH3:14])[CH:2]=[CH2:3] |f:1.2|. Procedure details: N-allyl-N-dimethoxyethyl amine (30% aqueous, 48.3 grams, 0.10 mole) was added to a glass reaction vessel fitted with a mechanical agitator. The agitator was started and sodium hydroxide (4.44 grams, 0.11 mole) was dissolved in the aqueous amine. Toluene (50 grams) was added and the mixture cooled to 0° to 5° C. Acetyl chloride (8.24 grams, 0.105 mole) was added over 10 minutes while maintaining the temperature below 5° C. The reaction mixture was stirred for 30 minutes at 5° C., agitation was st... The reactants are CC(=O)O, [H][H], O=C1NC(c2ccccc2)(c2ccc([N+](=O)[O-])cc2)C(=O)N1CCCN1CCC(c2ccccc2)CC1. Product: Nc1ccc(C2(c3ccccc3)NC(=O)N(CCCN3CCC(c4ccccc4)CC3)C2=O)cc1. As a reaction SMILES: [CH3:40][C:41](=[O:42])[OH:43].[H:38][H:39].[c:1]1([CH:7]2[CH2:8][CH2:9][N:10]([CH2:13][CH2:14][CH2:15][N:16]3[C:17](=[O:37])[NH:18][C:19]([c:22]4[cH:23][cH:24][cH:25][cH:26][cH:27]4)([c:28]4[cH:29][cH:30][c:31]([N+:34]([O-:35])=[O:36])[cH:32][cH:33]4)[C:20]3=[O:21])[CH2:11][CH2:12]2)[cH:2][cH:3][cH:4][cH:5][cH:6]1>>[c:1]1([CH:7]2[CH2:8][CH2:9][N:10]([CH2:13][CH2:14][CH2:15][N:16]3[C:17](=[O:37])[NH:18][C:19]([c:22]4[cH:23][cH:24][cH:25][cH:26][cH:27]4)([c:28]4[cH:29][cH:30][c:31]([NH2:34])[cH:32][cH:33]4)[C:20]3=[O:21])[CH2:11][CH2:12]2)[cH:2][cH:3][cH:4][cH:5][cH:6]1.